This data is from the Open Reaction Database (ORD), a public repository of structured organic reaction records. The task is: describe an organic reaction: reactants, conditions, products, and yield Starting materials: C(=O)(O)CC1=C(C(=O)O)C(=CC=C1)O (2-Carboxymethyl-6-hydroxy-benzoic acid), C(=O)([O-])[O-].[K+].[K+] (K2CO3), CI (CH3I), CN(C)C=O (DMF). Run at temperature 0 celsius, time 4 hour. The product is COC(C1=C(C=CC=C1CC(=O)OC)O)=O (2-hydroxy-6-methoxycarbonylmethyl-benzoic acid methyl ester). The yield is 56.0%. Reaction SMILES: [C:1]([CH2:4][C:5]1[CH:13]=[CH:12][CH:11]=[C:10]([OH:14])[C:6]=1C(O)=O)([OH:3])=[O:2].[C:15]([O-:18])([O-])=O.[K+].[K+].[CH3:21]I.CN([CH:26]=[O:27])C>>[CH3:15][O:18][C:26](=[O:27])[C:6]1[C:5]([CH2:4][C:1]([O:3][CH3:21])=[O:2])=[CH:13][CH:12]=[CH:11][C:10]=1[OH:14] |f:1.2.3|. Procedure: To a solution of 2-Carboxymethyl-6-hydroxy-benzoic acid (5.021 g, 25.6 mmol) in DMF (100 mL) at 0° C. were added K2CO3 (3.567 g, 25.9 mmol) and CH3I (7.9 mL, 51.9 mmol). After stirring under nitrogen at 0° C. for 4 h, the reaction was partitioned between H2O (100 mL) and ether (150 mL). The aqueous layer was acidified with 1 N HCl and extracted with EtOAc (200 mL). The EtOAc layer was dried over MgSO4 and concentrated in vacuo to give the crude 2-hydroxy-6-methoxycarbonylmethyl-benzoic acid meth... Reactants: CC(C)(C)OC(=O)CBr, O=C([O-])[O-], CN(C)C=O, CC1=C(C(=O)C2CCC2)C(c2ccc(C#N)cc2)NC(=O)N1c1cccc(C(F)(F)F)c1, [K+], [K+]. Product: CC1=C(C(=O)C2CCC2)C(c2ccc(C#N)cc2)N(CC(=O)OC(C)(C)C)C(=O)N1c1cccc(C(F)(F)F)c1. As a reaction SMILES: [Br:39][CH2:40][C:41](=[O:42])[O:43][C:44]([CH3:45])([CH3:46])[CH3:47].[C:33](=[O:34])([O-:35])[O-:36].[CH3:48][N:49]([CH3:50])[CH:51]=[O:52].[CH:1]1([C:5](=[O:6])[C:7]2=[C:12]([CH3:13])[N:11]([c:14]3[cH:15][c:16]([C:20]([F:21])([F:22])[F:23])[cH:17][cH:18][cH:19]3)[C:10](=[O:24])[NH:9][CH:8]2[c:25]2[cH:26][cH:27][c:28]([C:29]#[N:30])[cH:31][cH:32]2)[CH2:2][CH2:3][CH2:4]1.[K+:37].[K+:38]>>[CH:1]1([C:5](=[O:6])[C:7]2=[C:12]([CH3:13])[N:11]([c:14]3[cH:15][c:16]([C:20]([F:21])([F:22])[F:23])[cH:17][cH:18][cH:19]3)[C:10](=[O:24])[N:9]([CH2:40][C:41](=[O:42])[O:43][C:44]([CH3:45])([CH3:46])[CH3:47])[CH:8]2[c:25]2[cH:26][cH:27][c:28]([C:29]#[N:30])[cH:31][cH:32]2)[CH2:2][CH2:3][CH2:4]1. The reactants are S1C=NC=C1C=O (thiazole-5-carboxaldehyde), C1(CCCCC1)CC[Mg]Br (2-cyclohexylethylmagnesium bromide). The solvent is C1CCOC1 (THF), C(C)OCC (ethyl ether). Conditions: time 30 minute. The product is S1C=NC=C1C(CCC1CCCCC1)O (1-(5-thiazolyl)-3-cyclohexylpropan-1-ol). Isolated yield 58.5%. As a reaction SMILES: [S:1]1[C:5]([CH:6]=[O:7])=[CH:4][N:3]=[CH:2]1.[CH:8]1([CH2:14][CH2:15][Mg]Br)[CH2:13][CH2:12][CH2:11][CH2:10][CH2:9]1>C1COCC1.C(OCC)C>[S:1]1[C:5]([CH:6]([OH:7])[CH2:15][CH2:14][CH:8]2[CH2:13][CH2:12][CH2:11][CH2:10][CH2:9]2)=[CH:4][N:3]=[CH:2]1. Procedure details: A solution of thiazole-5-carboxaldehyde (2.31 g, 20.4 mmol) in 20 mL of in THF was added to a cold (0° C.) solution of 2-cyclohexylethylmagnesium bromide (prepared from 2-bromoethylcyclohexane (7.88 g) and magnesium turnings (1.22 g)) in 30 mL of ethyl ether and the mixture stirred 30 minutes. The cold bath was removed and the mixture stirred for 2 hours more and then quenched by the addition of 3N aqueous HCl. The solution was stirred until 2 clear phases resulted and then the layers were separ... Yield: 50.6%. The reactants are ClC=1C=C(/C(/N)=N/O)C=CC1OC(C)C ((Z)-3-chloro-N′-hydroxy-4-isopropoxybenzimidamide), C1CCC(CC1)N=C=NC2CCCCC2 (DCC), CCN(C(C)C)C(C)C (DIEA), NC1=CC=C(C(=O)O)C=C1 (4-aminobenzoic acid), C=1C=CC2=C(C1)N=NN2O (HOBT). Conditions: temperature 150 celsius. Reported procedure: (Z)-3-chloro-N′-hydroxy-4-isopropoxybenzimidamide (1 g, 4.37 mmol), 4-aminobenzoic acid (0.660 g, 4.81 mmol), HOBT (0.737 g, 4.81 mmol), DCC (0.992 g, 4.81 mmol) and DIEA (1.680 ml, 9.62 mmol) were combined in a microwave vial. The reaction mixture was heated in the microwave for 20 minutes at 150° C. The reaction mixture was filtered to remove the urea formed in the reaction and the solvent was removed in vacuo. The crude material was purified by FCC (50% ethyl acetate/heptane) to afford 4-(3-(... Yields the product ClC=1C=C(C=CC1OC(C)C)C1=NOC(=N1)C1=CC=C(N)C=C1 (4-(3-(3-chloro-4-isopropoxyphenyl)-1,2,4-oxadiazol-5-yl)aniline). Reaction SMILES: [Cl:1][C:2]1[CH:3]=[C:4]([CH:9]=[CH:10][C:11]=1[O:12][CH:13]([CH3:15])[CH3:14])/[C:5](=[N:7]/[OH:8])/[NH2:6].[NH2:16][C:17]1[CH:25]=[CH:24][C:20]([C:21](O)=O)=[CH:19][CH:18]=1.C1C=CC2N(O)N=NC=2C=1.C1CCC(N=C=NC2CCCCC2)CC1.CCN(C(C)C)C(C)C>>[Cl:1][C:2]1[CH:3]=[C:4]([C:5]2[N:6]=[C:21]([C:20]3[CH:24]=[CH:25][C:17]([NH2:16])=[CH:18][CH:19]=3)[O:8][N:7]=2)[CH:9]=[CH:10][C:11]=1[O:12][CH:13]([CH3:15])[CH3:14]. The reactants are resultant solution, [I-].C[N+]1=CN(C=C1)C(=O)\N=C\1/SC(=CN1C1=CC=C(C=C1)C(F)(F)F)C (3-methyl-1-({[(2Z)-5-methyl-3-[4-(trifluoromethyl)phenyl]-1,3-thiazol-2(3H)-ylidene]amino}carbonyl)-1H-imidazol-3-ium iodide), N1CCCC1 (pyrrolidine), CCN(C(C)C)C(C)C (Hunig's base). Run in C(C)#N (acetonitrile), ClCCl (dichloromethane). Product: CC1=CN(/C(/S1)=N/C(=O)N1CCCC1)C1=CC=C(C=C1)C(F)(F)F (N-[(2Z)-5-methyl-3-[4-(trifluoromethyl)phenyl]-1,3-thiazol-2(3H)-ylidene]pyrrolidine-1-carboxamide). RXN SMILES: [I-].C[N+]1[CH:7]=[CH:6][N:5]([C:8](/[N:10]=[C:11]2\[S:12][C:13]([CH3:26])=[CH:14][N:15]\2[C:16]2[CH:21]=[CH:20][C:19]([C:22]([F:25])([F:24])[F:23])=[CH:18][CH:17]=2)=[O:9])[CH:4]=1.N1CCC[CH2:28]1.CCN(C(C)C)C(C)C>C(#N)C.ClCCl>[CH3:26][C:13]1[S:12]/[C:11](=[N:10]\[C:8]([N:5]2[CH2:6][CH2:7][CH2:28][CH2:4]2)=[O:9])/[N:15]([C:16]2[CH:21]=[CH:20][C:19]([C:22]([F:25])([F:24])[F:23])=[CH:18][CH:17]=2)[CH:14]=1 |f:0.1|. Reported procedure: To a solution of 3-methyl-1-({[(2Z)-5-methyl-3-[4-(trifluoromethyl)phenyl]-1,3-thiazol-2(3H)-ylidene]amino}carbonyl)-1H-imidazol-3-ium iodide (0.1 g, 0.2 mmol, Example 18B) and pyrrolidine (1.2 equivalents) in anhydrous acetonitrile (3 mL) was added Hunig's base (33 mg, 1.2 equivalents), and the resultant solution was heated at 60° C. for 3 hours. After cooling to room temperature, the reaction mixture was diluted with dichloromethane (25 mL) and washed with water and brine, dried over sodium su... Reactants: C[N+]1(CCOCC1)C2=NC(=NC(=N2)OC)OC.[Cl-] (DMTMM), CN1CCOCC1 (N-methylmorpholine), O1CCN(CC1)CC(=O)O (2-morpholinoacetic acid), Cl.C(C1=CC=CC=C1)OC([C@@H](N)C)=O (L-alanine benzyl ester hydrochloride). Run in CN(C)C=O (DMF), C(Cl)Cl (DCM). Run at time 4 hour. The product is O1CCN(CC1)CC(=O)N[C@H](C(=O)OCC1=CC=CC=C1)C ((S)-benzyl 2-(2-morpholinoacetamido)propanoate). The yield is 49908.6%. RXN SMILES: C[N+]1(C2N=C(OC)N=C(OC)N=2)CCOCC1.[Cl-].CN1CCOCC1.[O:26]1[CH2:31][CH2:30][N:29]([CH2:32][C:33]([OH:35])=O)[CH2:28][CH2:27]1.Cl.[CH2:37]([O:44][C:45](=[O:49])[C@H:46]([CH3:48])[NH2:47])[C:38]1[CH:43]=[CH:42][CH:41]=[CH:40][CH:39]=1>CN(C=O)C.C(Cl)Cl>[O:26]1[CH2:27][CH2:28][N:29]([CH2:32][C:33]([NH:47][C@@H:46]([CH3:48])[C:45]([O:44][CH2:37][C:38]2[CH:43]=[CH:42][CH:41]=[CH:40][CH:39]=2)=[O:49])=[O:35])[CH2:30][CH2:31]1 |f:0.1,4.5|. Reported procedure: To DMTMM (76.1 g, 0.276 mol) and N-methylmorpholine (NMM; 32.9 mL, 0.300 mol) was added to a 0° C. solution of 2-morpholinoacetic acid (20.0 g, 0.138 mmol) and L-alanine benzyl ester hydrochloride (35.7 g, 0.166 mol) in DMF (100 mL) and DCM (200 mL). The reaction mixture was stirred for 4 h at ambient temperature then concentrated. EtOAc (500 mL) and water (500 mL) was added to the residue. The resulting two layers were separated and the aqueous phase was extracted with EtOAc (3×300 mL). The com... The reactants are N1(CCCCC1)CC1=CC(=NC=C1)OC\C=C/CN (4-(4-piperidinomethyl-2-pyridyloxy) -cis-2-butenylamine), CN1C(=CC=C1)C(=O)O (1-methyl-2-pyrrolecarboxylic acid). Yields the product CN1C(=CC=C1)C(=O)NC\C=C/COC1=NC=CC(=C1)CN1CCCCC1 (1-Methyl-N-[4-(4-piperidinomethyl-2-pyridyloxy) -cis-2-butenyl]pyrrole-2-carboxamide). Isolated yield 76.0%. Reaction SMILES: [N:1]1([CH2:7][C:8]2[CH:13]=[CH:12][N:11]=[C:10]([O:14][CH2:15]/[CH:16]=[CH:17]\[CH2:18][NH2:19])[CH:9]=2)[CH2:6][CH2:5][CH2:4][CH2:3][CH2:2]1.[CH3:20][N:21]1[CH:25]=[CH:24][CH:23]=[C:22]1[C:26](O)=[O:27]>>[CH3:20][N:21]1[CH:25]=[CH:24][CH:23]=[C:22]1[C:26]([NH:19][CH2:18]/[CH:17]=[CH:16]\[CH2:15][O:14][C:10]1[CH:9]=[C:8]([CH2:7][N:1]2[CH2:6][CH2:5][CH2:4][CH2:3][CH2:2]2)[CH:13]=[CH:12][N:11]=1)=[O:27]. Procedure details: Following a procedure similar to that described in Example 13, but using 4-(4-piperidinomethyl-2-pyridyloxy) -cis-2-butenylamine and 1-methyl-2-pyrrolecarboxylic acid as starting materials, in relative proportions similar to those used in that Example, the title compound was obtained as an oil in a 76% yield. Reactants: ClC1=CC=C(C=C1)C(C(C1=CC=NC=C1)=C1SCS1)=O (1-(4-chlorophenyl)-2-(1,3-dithietan-2-ylidene)-2-(4-pyridinyl)ethanone), CC1NC(CNC1)C (2,6-dimethylpiperazine), NN (hydrazine). Solvent: C1(=CC=CC=C1)C (toluene), O1CCCC1 (tetrahydrofuran). Reaction conditions: time 1 hour. Product: ClC1=CC=C(C=C1)C1=C(C(=NN1)C1NCC(NC1C)C)C1=CC=NC=C1 (2-[5-(4-chlorophenyl)-4-(4-pyridinyl)-1H-pyrazol-3-yl]-3,5-dimethylpiperazine). RXN SMILES: [Cl:1][C:2]1[CH:7]=[CH:6][C:5]([C:8](=O)[C:9](=[C:16]2SCS2)[C:10]2[CH:15]=[CH:14][N:13]=[CH:12][CH:11]=2)=[CH:4][CH:3]=1.[CH3:21][CH:22]1[CH2:27][NH:26][CH2:25][CH:24]([CH3:28])[NH:23]1.[NH2:29][NH2:30]>C1(C)C=CC=CC=1.O1CCCC1>[Cl:1][C:2]1[CH:7]=[CH:6][C:5]([C:8]2[NH:30][N:29]=[C:16]([CH:25]3[CH:24]([CH3:28])[NH:23][CH:22]([CH3:21])[CH2:27][NH:26]3)[C:9]=2[C:10]2[CH:15]=[CH:14][N:13]=[CH:12][CH:11]=2)=[CH:4][CH:3]=1. Reported procedure: A mixture of 1-(4-chlorophenyl)-2-(1,3-dithietan-2-ylidene)-2-(4-pyridinyl)ethanone (3.2 g, 0.01 mol; prepared as set forth in Step 1 of Example A-341) and 2,6-dimethylpiperazine (3.43 g, 0.03 mol) in 35 mL of toluene was heated at reflux for 12 hours. Toluene and excess 2,6-dimethylpiperazine were then removed under vacuum and the crude thiamide produced was used without purification. A solution of the crude thiamide and anhydrous hydrazine (0.65 g, 0.02 mol) in 40 mL of dry tetrahydrofuran was... The reactants are C(C)N(C(C1=CC=CC=C1)=O)CC (N,N-diethylbenzamide), [Si](C)(C)(C(C)(C)C)OC=1C=C(C(Cl)C=2C=C(C(=O)N(CC)CC)C=CC2)C=CC1 (3-(3-((tert-butyldimethylsilyl)oxy)-α-chlorobenzyl)-N,N-diethylbenzamide), C[C@@H]1NC[C@@H](NC1)C ((+)-(2S,5S)-2,5-dimethylpiperazine), C(C=C)Br (allyl bromide). Product: C[C@@H]1N(C[C@@H](NC1)C)C(C1=CC(=CC=C1)O)C=1C=C(C(=O)N(CC)CC)C=CC1 (3-(α-((2S,5S)-2,5-Dimethyl-1-piperazinyl)-3-hydroxybenzyl)-N,N-diethylbenzamide). RXN SMILES: [Si]([O:8][C:9]1[CH:10]=[C:11]([CH:27]=[CH:28][CH:29]=1)[CH:12]([C:14]1[CH:15]=[C:16]([CH:24]=[CH:25][CH:26]=1)[C:17]([N:19]([CH2:22][CH3:23])[CH2:20][CH3:21])=[O:18])Cl)(C(C)(C)C)(C)C.[CH3:30][C@H:31]1[CH2:36][NH:35][C@@H:34]([CH3:37])[CH2:33][NH:32]1.C(Br)C=C.C(N(CC)C(=O)C1C=CC=CC=1)C>>[CH3:30][C@H:31]1[CH2:36][NH:35][C@@H:34]([CH3:37])[CH2:33][N:32]1[CH:12]([C:14]1[CH:15]=[C:16]([CH:24]=[CH:25][CH:26]=1)[C:17]([N:19]([CH2:20][CH3:21])[CH2:22][CH3:23])=[O:18])[C:11]1[CH:27]=[CH:28][CH:29]=[C:9]([OH:8])[CH:10]=1. Reported procedure: 3-(α-((2S,5S)-2,5-Dimethyl-1-piperazinyl)-3-hydroxybenzyl)-N,N-diethylbenzamide was prepared as a mixture of epimers from 3-(3-((tert-butyldimethylsilyl)oxy)-α-chlorobenzyl)-N,N-diethylbenzamide (Example 1, infra) and (+)-(2S,5S)-2,5-dimethylpiperazine [prepared from L-Ala-L-Ala-diketopiperazine (Bachem Chemicals, Philadelphia, Pa.) as described by Jung and Rohloff (J. Org. Chem. 50, 4909-13 (1985))] according to the methods of Example 1. This material was then alkylated with allyl bromide by me...